From a dataset of the Open Reaction Database (ORD), a public repository of structured organic reaction records. describe an organic reaction: reactants, conditions, products, and yield Starting materials: CC1=CC=C(C(=C1)C1=CC=CC=C1)N=C=S (5-methyl-2-biphenylylisothiocyanate), N (ammonia). Solvent: C(C)O (ethanol). Product: CC=1C=CC(=C(C1)C1=CC=CC=C1)NC(=S)N (N-(5-methyl-2-biphenylyl)thiourea). As a reaction SMILES: [CH3:1][C:2]1[CH:7]=[C:6]([C:8]2[CH:13]=[CH:12][CH:11]=[CH:10][CH:9]=2)[C:5]([N:14]=[C:15]=[S:16])=[CH:4][CH:3]=1.[NH3:17]>C(O)C>[CH3:1][C:2]1[CH:3]=[CH:4][C:5]([NH:14][C:15]([NH2:17])=[S:16])=[C:6]([C:8]2[CH:13]=[CH:12][CH:11]=[CH:10][CH:9]=2)[CH:7]=1. Procedure: Reaction of 5-methyl-2-biphenylylisothiocyanate (7.5 g) in ethanol (20 ml) with 25% aqueous ammonia solution (60 ml) at ambient temperature for 2 hours yielded N-(5-methyl-2-biphenylyl)thiourea as a colourless solid (m.p. 175°-177° C.). Reactants: C(C)(=O)N1[C@H](C[C@H](C2=CC(=CC=C12)B1OC(C(O1)(C)C)(C)C)NC1=NC=C(C#N)C=C1)C (6-(((2S,4R)-1-acetyl-2-methyl-6-(4,4,5,5-tetramethyl-1,3,2-dioxaborolan-2-yl)-1,2,3,4-tetrahydroquinolin-4-yl)amino)nicotinonitrile), C([O-])([O-])=O.[K+].[K+] (potassium carbonate), Intermediate 5, BrC1=CC=C(C=C1)CCC(=O)O (3-(4-bromophenyl)propanoic acid). The reagents and catalysts are C=1C=CC(=CC1)[P](C=2C=CC=CC2)(C=3C=CC=CC3)[Pd]([P](C=4C=CC=CC4)(C=5C=CC=CC5)C=6C=CC=CC6)([P](C=7C=CC=CC7)(C=8C=CC=CC8)C=9C=CC=CC9)[P](C=1C=CC=CC1)(C=1C=CC=CC1)C=1C=CC=CC1 (tetrakis(triphenylphosphine)palladium(0)). Solvent: C1(=CC=CC=C1)C (toluene), C(C)O (ethanol). Reaction conditions: temperature 80 celsius, time 2 hour. Product: C(C)(=O)N1[C@H](C[C@H](C2=CC(=CC=C12)C1=CC=C(C=C1)CCC(=O)O)NC1=NC=C(C=C1)C#N)C (3-(4-((2S,4R)-1-acetyl-4-((5-cyanopyridin-2-yl)amino)-2-methyl-1,2,3,4-tetrahydroquinolin-6-yl)phenyl)propanoic acid). Isolated yield 52.0%. Reaction SMILES: [C:1]([N:4]1[C:13]2[C:8](=[CH:9][C:10](B3OC(C)(C)C(C)(C)O3)=[CH:11][CH:12]=2)[C@H:7]([NH:23][C:24]2[CH:31]=[CH:30][C:27]([C:28]#[N:29])=[CH:26][N:25]=2)[CH2:6][C@@H:5]1[CH3:32])(=[O:3])[CH3:2].Br[C:34]1[CH:39]=[CH:38][C:37]([CH2:40][CH2:41][C:42]([OH:44])=[O:43])=[CH:36][CH:35]=1.C(=O)([O-])[O-].[K+].[K+]>C1(C)C=CC=CC=1.C(O)C.C1C=CC([P]([Pd]([P](C2C=CC=CC=2)(C2C=CC=CC=2)C2C=CC=CC=2)([P](C2C=CC=CC=2)(C2C=CC=CC=2)C2C=CC=CC=2)[P](C2C=CC=CC=2)(C2C=CC=CC=2)C2C=CC=CC=2)(C2C=CC=CC=2)C2C=CC=CC=2)=CC=1>[C:1]([N:4]1[C:13]2[C:8](=[CH:9][C:10]([C:34]3[CH:39]=[CH:38][C:37]([CH2:40][CH2:41][C:42]([OH:44])=[O:43])=[CH:36][CH:35]=3)=[CH:11][CH:12]=2)[C@H:7]([NH:23][C:24]2[CH:31]=[CH:30][C:27]([C:28]#[N:29])=[CH:26][N:25]=2)[CH2:6][C@@H:5]1[CH3:32])(=[O:3])[CH3:2] |f:2.3.4,^1:64,66,85,104|. Procedure details: To a solution of 6-(((2S,4R)-1-acetyl-2-methyl-6-(4,4,5,5-tetramethyl-1,3,2-dioxaborolan-2-yl)-1,2,3,4-tetrahydroquinolin-4-yl)amino)nicotinonitrile (for a preparation see Intermediate 5) (382 mg, 0.884 mmol) and 3-(4-bromophenyl)propanoic acid (243 mg, 1.060 mmol) in toluene (6 mL) and ethanol (6 mL) were successively added tetrakis(triphenylphosphine)palladium(0) (102 mg, 0.088 mmol) and potassium carbonate (366 mg, 2.65 mmol). The resulting mixture was stirred at 80° C. for 2 h, then partitio... Run at temperature 60 celsius, time 24 hour. Procedure details: Methyl 2-((S)-6-((R)-7-fluoro-4-(4-hydroxy-2,6-dimethylphenyl)-2,3-dihydro-1H-inden-1-yloxy)-2,3-dihydrobenzofuran-3-yl)acetate (Intermediate 28-29) (46.3 mg) and 3-(chloromethyl)-1-methyl-1H-pyrazole (39.2 mg) were suspended in dimethylformamide (1.8 mL) and potassium carbonate (62 mg) was added. The reaction mixture was shaken for 24 h at 60° C. and than directly chromatographed by HPLC on reversed phase. The product fractions are collected and lyophilized to give the title compound. Yield: 44... Run in CN(C=O)C (dimethylformamide). RXN SMILES: [F:1][C:2]1[CH:3]=[CH:4][C:5]([C:26]2[C:31]([CH3:32])=[CH:30][C:29]([OH:33])=[CH:28][C:27]=2[CH3:34])=[C:6]2[C:10]=1[C@H:9]([O:11][C:12]1[CH:25]=[CH:24][C:15]3[C@H:16]([CH2:19][C:20]([O:22][CH3:23])=[O:21])[CH2:17][O:18][C:14]=3[CH:13]=1)[CH2:8][CH2:7]2.Cl[CH2:36][C:37]1[CH:41]=[CH:40][N:39]([CH3:42])[N:38]=1.C(=O)([O-])[O-].[K+].[K+]>CN(C)C=O>[CH3:34][C:27]1[CH:28]=[C:29]([O:33][CH2:36][C:37]2[CH:41]=[CH:40][N:39]([CH3:42])[N:38]=2)[CH:30]=[C:31]([CH3:32])[C:26]=1[C:5]1[CH:4]=[CH:3][C:2]([F:1])=[C:10]2[C:6]=1[CH2:7][CH2:8][C@H:9]2[O:11][C:12]1[CH:25]=[CH:24][C:15]2[C@H:16]([CH2:19][C:20]([O:22][CH3:23])=[O:21])[CH2:17][O:18][C:14]=2[CH:13]=1 |f:2.3.4|. Product: CC1=C(C(=CC(=C1)OCC1=NN(C=C1)C)C)C1=C2CC[C@H](C2=C(C=C1)F)OC1=CC2=C([C@@H](CO2)CC(=O)OC)C=C1 (Methyl 2-((S)-6-((R)-4-(2,6-dimethyl-4-((1-methyl-1H-pyrazol-3-yl)methoxy)phenyl)-7-fluoro-2,3-dihydro-1H-inden-1-yloxy)-2,3-dihydrobenzofuran-3-yl)acetate). The reactants are FC=1C=CC(=C2CC[C@H](C12)OC1=CC2=C([C@@H](CO2)CC(=O)OC)C=C1)C1=C(C=C(C=C1C)O)C (Methyl 2-((S)-6-((R)-7-fluoro-4-(4-hydroxy-2,6-dimethylphenyl)-2,3-dihydro-1H-inden-1-yloxy)-2,3-dihydrobenzofuran-3-yl)acetate), C([O-])([O-])=O.[K+].[K+] (potassium carbonate), FC=1C=CC(=C2CC[C@H](C12)OC1=CC2=C([C@@H](CO2)CC(=O)OC)C=C1)C1=C(C=C(C=C1C)O)C (Methyl 2-((S)-6-((R)-7-fluoro-4-(4-hydroxy-2,6-dimethylphenyl)-2,3-dihydro-1H-inden-1-yloxy)-2,3-dihydrobenzofuran-3-yl)acetate), ClCC1=NN(C=C1)C (3-(chloromethyl)-1-methyl-1H-pyrazole). The product is Cc1cc(C)c(C(C(=O)Nc2cccc(N(C)C)c2)=C2C(=O)Nc3ccccc32)[nH]1. Reaction SMILES: [CH3:1][c:2]1[c:3]([C:8]([C:9](=[O:10])[OH:11])=[C:12]2[C:13](=[O:21])[NH:14][c:15]3[cH:16][cH:17][cH:18][cH:19][c:20]32)[nH:4][c:5]([CH3:7])[cH:6]1.[CH3:24][N:25]([c:26]1[cH:27][c:28]([NH2:29])[cH:30][cH:31][cH:32]1)[CH3:33].[ClH:22].[ClH:23]>>[CH3:1][c:2]1[c:3]([C:8]([C:9](=[O:10])[NH:29][c:28]2[cH:27][c:26]([N:25]([CH3:24])[CH3:33])[cH:32][cH:31][cH:30]2)=[C:12]2[C:13](=[O:21])[NH:14][c:15]3[cH:16][cH:17][cH:18][cH:19][c:20]32)[nH:4][c:5]([CH3:7])[cH:6]1. Starting materials: Cc1cc(C)c(C(C(=O)O)=C2C(=O)Nc3ccccc32)[nH]1, CN(C)c1cccc(N)c1, Cl, Cl. Starting materials: C(C)(=O)NC1=CC(=C(C=C1Cl)C(CCCCN1CCCCC1)=O)OC (1-(4-Acetylamino-5-chloro-2-methoxyphenyl)-5-(piperidin-1-yl)pentan-1-one). The solvent is Cl (hydrochloric acid). Run at time 30 minute. Product: Cl.NC1=CC(=C(C=C1Cl)C(CCCCN1CCCCC1)=O)OC (1-(4-amino-5-chloro-2-methoxyphenyl)-5-(piperidin-1-yl)pentan-1-one hydrochloride). As a reaction SMILES: C([NH:4][C:5]1[C:10]([Cl:11])=[CH:9][C:8]([C:12](=[O:23])[CH2:13][CH2:14][CH2:15][CH2:16][N:17]2[CH2:22][CH2:21][CH2:20][CH2:19][CH2:18]2)=[C:7]([O:24][CH3:25])[CH:6]=1)(=O)C>Cl>[ClH:11].[NH2:4][C:5]1[C:10]([Cl:11])=[CH:9][C:8]([C:12](=[O:23])[CH2:13][CH2:14][CH2:15][CH2:16][N:17]2[CH2:18][CH2:19][CH2:20][CH2:21][CH2:22]2)=[C:7]([O:24][CH3:25])[CH:6]=1 |f:2.3|. Reported procedure: 1-(4-Acetylamino-5-chloro-2-methoxyphenyl)-5-(piperidin-1-yl)pentan-1-one was dissolved in 2N hydrochloric acid (25 mL) and the solution was stirred for 30 minutes. The solution was cooled in an ice bath to form a precipitate. The precipitate was collected by filtration and washed with water. Drying in a vacuum oven at 70° C. gave 1-(4-amino-5-chloro-2-methoxyphenyl)-5-(piperidin-1-yl)pentan-1-one hydrochloride (0.65 g, 2 mmol), m.p. 220°-221° C. Starting materials: Clc1noc2ccccc12, C1CCC2=NCCCN2CC1, OCC1CCC2CNCCN2C1, Cc1cccc(C)n1. Product: OCC1CCC2CN(c3noc4ccccc34)CCN2C1. RXN SMILES: [Cl:13][c:14]1[n:15][o:16][c:17]2[c:18]1[cH:19][cH:20][cH:21][cH:22]2.[N:23]12[CH2:24][CH2:25][CH2:26][N:27]=[C:28]1[CH2:29][CH2:30][CH2:31][CH2:32][CH2:33]2.[OH:1][CH2:2][CH:3]1[CH2:4][CH2:5][CH:6]2[N:7]([CH2:8][CH2:9][NH:10][CH2:11]2)[CH2:12]1.[n:34]1[c:35]([CH3:36])[cH:37][cH:38][cH:39][c:40]1[CH3:41]>>[OH:1][CH2:2][CH:3]1[CH2:4][CH2:5][CH:6]2[N:7]([CH2:8][CH2:9][N:10]([c:14]3[n:15][o:16][c:17]4[c:18]3[cH:19][cH:20][cH:21][cH:22]4)[CH2:11]2)[CH2:12]1. The reactants are OC1=CC=C(C=C1)CC(=O)N[C@H](C)C1=NC=C(C=C1)NCC(F)(F)F (2-(4-hydroxyphenyl)-N-((1R)-1-{5-[(2,2,2-trifluoroethyl)amino]pyridin-2-yl}ethyl)acetamide), BrC=1SC=CN1 (2-bromo-1,3-thiazole), C(=O)([O-])[O-].[Cs+].[Cs+] (Cs2CO3). The reagents and catalysts are [Cu] (copper). Run in C(Cl)Cl (CH2Cl2), CN(C)C=O (DMF). Product: S1C(=NC=C1)OC1=CC=C(C=C1)CC(=O)N[C@H](C)C1=NC=C(C=C1)NCC(F)(F)F (2-[4-(1,3-thiazol-2-yloxy)phenyl]-N-((1R)-1-{5-[(2,2,2-trifluoroethyl)amino]pyridin-2-yl}ethyl)acetamide). Yield: 24.3%. Reaction SMILES: [OH:1][C:2]1[CH:7]=[CH:6][C:5]([CH2:8][C:9]([NH:11][C@@H:12]([C:14]2[CH:19]=[CH:18][C:17]([NH:20][CH2:21][C:22]([F:25])([F:24])[F:23])=[CH:16][N:15]=2)[CH3:13])=[O:10])=[CH:4][CH:3]=1.Br[C:27]1[S:28][CH:29]=[CH:30][N:31]=1.C([O-])([O-])=O.[Cs+].[Cs+]>CN(C=O)C.C(Cl)Cl.[Cu]>[S:28]1[CH:29]=[CH:30][N:31]=[C:27]1[O:1][C:2]1[CH:3]=[CH:4][C:5]([CH2:8][C:9]([NH:11][C@@H:12]([C:14]2[CH:19]=[CH:18][C:17]([NH:20][CH2:21][C:22]([F:25])([F:23])[F:24])=[CH:16][N:15]=2)[CH3:13])=[O:10])=[CH:6][CH:7]=1 |f:2.3.4|. Reported procedure: To a solution of the starting 2-(4-hydroxyphenyl)-N-((1R)-1-{5-[(2,2,2-trifluoroethyl)amino]pyridin-2-yl}ethyl)acetamide (60.0 mg, 0.17 mmol) in 1.0 ml of dry DMF was added the 2-bromo-1,3-thiazole (30.6 mg, 0.186 mmol), Cs2CO3 (166 mg, 0.508 mmol), and copper powder (1.1 mg, 0.017 mmol). The mixture was irradiated with microwave at 100° C. for 1 h. The mixture was cooled, diluted with CH2Cl2, and washed with saturated sodium bicarbonate solution and brine. The combined aqueous washes were extra... Starting materials: ClC1=C(C(=C(C(=C1)F)N1N=CC(=CC1=O)C(F)(F)F)[N+](=O)[O-])OC (2-(4-chloro-6-fluoro-3-methoxy-2-nitrophenyl)-5-trifluoromethylpyridazin-3-one), O (water). The reagents and catalysts are [Fe] (iron). Solvent: C(C)(=O)O (acetic acid). Reaction conditions: time 8 hour. The product is C(C(C)C)C=1OC2=C(N1)C(=C(C=C2Cl)F)N2N=CC(=CC2=O)C(F)(F)F (2-(2-i-butyl-7-Chloro-5-fluorobenzoxazol-4-yl)-5-trifluoromethylpyridazin-3-one). Yield: 166.9%. As a reaction SMILES: [Cl:1][C:2]1[CH:7]=[C:6]([F:8])[C:5]([N:9]2[C:14](=[O:15])[CH:13]=[C:12]([C:16]([F:19])([F:18])[F:17])[CH:11]=[N:10]2)=[C:4]([N+:20]([O-])=O)[C:3]=1[O:23][CH3:24].O>C(O)(=O)C.[Fe]>[CH2:11]([C:24]1[O:23][C:3]2[C:2]([Cl:1])=[CH:7][C:6]([F:8])=[C:5]([N:9]3[C:14](=[O:15])[CH:13]=[C:12]([C:16]([F:19])([F:18])[F:17])[CH:11]=[N:10]3)[C:4]=2[N:20]=1)[CH:12]([CH3:16])[CH3:13]. Procedure: A mixture of 2-(4-chloro-6-fluoro-3-methoxy-2-nitrophenyl)-5-trifluoromethylpyridazin-3-one (0.52 g) and iron powder (0.4 g) in acetic acid (30 ml) was stirred overnight at ambient temperature. The reaction solution was poured into water and extracted with ethyl acetate. The organic phase was washed with brine (×3) and dried over anhydrous sodium sulfate. The solvent was removed to give the title compound (0.46 g). 1H NMR (CDCl3, 300 MHz) 3.88 (3H, s), 4.19 (2H, br s), 6.67 (1H, d, J=9.6 Hz), 7....